From a dataset of the Open Reaction Database (ORD), a public repository of structured organic reaction records. describe an organic reaction: reactants, conditions, products, and yield Reactants: CC(C)(c1cc(F)ccc1O)c1cc(F)ccc1O, COc1ccc(Cl)cc1C(C)(C)c1cc(Cl)ccc1O. Yields the product CC(C)(c1cc(Cl)ccc1O)c1cc(Cl)ccc1O. RXN SMILES: [C:21]([c:22]1[cH:23][c:24]([F:25])[cH:26][cH:27][c:28]1[OH:29])([c:30]1[cH:31][c:32]([F:33])[cH:34][cH:35][c:36]1[OH:37])([CH3:38])[CH3:39].[Cl:1][c:2]1[cH:3][cH:4][c:5]([OH:20])[c:6]([C:8]([CH3:9])([CH3:10])[c:11]2[c:12]([O:18][CH3:19])[cH:13][cH:14][c:15]([Cl:17])[cH:16]2)[cH:7]1>>[Cl:1][c:2]1[cH:3][cH:4][c:5]([OH:20])[c:6]([C:8]([CH3:9])([CH3:10])[c:11]2[c:12]([OH:18])[cH:13][cH:14][c:15]([Cl:17])[cH:16]2)[cH:7]1. The reactants are CC(=O)OC(C)=O, Cc1ccccc1, Nc1ccc(Br)cc1C(=O)c1cccc(Cl)c1. Product: CC(=O)Nc1ccc(Br)cc1C(=O)c1cccc(Cl)c1. RXN SMILES: [C:18]([CH3:19])(=[O:20])[O:21][C:22](=[O:23])[CH3:24].[CH3:25][c:26]1[cH:27][cH:28][cH:29][cH:30][cH:31]1.[NH2:1][c:2]1[c:3]([C:9](=[O:10])[c:11]2[cH:12][c:13]([Cl:17])[cH:14][cH:15][cH:16]2)[cH:4][c:5]([Br:8])[cH:6][cH:7]1>>[NH:1]([c:2]1[c:3]([C:9](=[O:10])[c:11]2[cH:12][c:13]([Cl:17])[cH:14][cH:15][cH:16]2)[cH:4][c:5]([Br:8])[cH:6][cH:7]1)[C:18]([CH3:19])=[O:20]. The reactants are COc1cc(CO)cc(OC)c1Br, CN(C)C=O, CCOC(C)=O, [H-], CI, [Na+], O. Yields the product COCc1cc(OC)c(Br)c(OC)c1. Reaction SMILES: [Br:3][c:4]1[c:5]([O:14][CH3:15])[cH:6][c:7]([CH2:12][OH:13])[cH:8][c:9]1[O:10][CH3:11].[CH3:19][N:20]([CH3:21])[CH:22]=[O:23].[CH3:24][CH2:25][O:26][C:27](=[O:28])[CH3:29].[H-:1].[I:16][CH3:17].[Na+:2].[OH2:18]>>[Br:3][c:4]1[c:5]([O:14][CH3:15])[cH:6][c:7]([CH2:12][O:13][CH3:17])[cH:8][c:9]1[O:10][CH3:11]. Starting materials: CCCCCCCCCCCc1noc(-c2ccc(C=O)cc2)n1, CC(N)c1ccc(C(F)(F)F)cc1. The product is CCCCCCCCCCCc1noc(-c2ccc(CNC(C)c3ccc(C(F)(F)F)cc3)cc2)n1. RXN SMILES: [CH2:1]([CH2:2][CH2:3][CH2:4][CH2:5][CH2:6][CH2:7][CH2:8][CH2:9][CH2:10][CH3:11])[c:12]1[n:13][o:14][c:15](-[c:17]2[cH:18][cH:19][c:20]([CH:21]=[O:22])[cH:23][cH:24]2)[n:16]1.[F:25][C:26]([c:27]1[cH:28][cH:29][c:30]([CH:33]([CH3:34])[NH2:35])[cH:31][cH:32]1)([F:36])[F:37]>>[CH2:1]([CH2:2][CH2:3][CH2:4][CH2:5][CH2:6][CH2:7][CH2:8][CH2:9][CH2:10][CH3:11])[c:12]1[n:13][o:14][c:15](-[c:17]2[cH:18][cH:19][c:20]([CH2:21][NH:35][CH:33]([c:30]3[cH:29][cH:28][c:27]([C:26]([F:25])([F:36])[F:37])[cH:32][cH:31]3)[CH3:34])[cH:23][cH:24]2)[n:16]1. Reactants: ClCCO (2-Chloroethanol), C1(=CC=CC=C1)S(=O)(=O)Cl (benzene sulfonyl chloride), ice, N1=CC=CC=C1 (pyridine). The solvent is O (water). Conditions: time 3 hour. Product: ClCCOS(=O)(=O)C1=CC=CC=C1 (benzene sulfonic acid 2-chloro-ethyl ester). The yield is 0.9%. As a reaction SMILES: [Cl:1][CH2:2][CH2:3][OH:4].[C:5]1([S:11](Cl)(=[O:13])=[O:12])[CH:10]=[CH:9][CH:8]=[CH:7][CH:6]=1.N1C=CC=CC=1>O>[Cl:1][CH2:2][CH2:3][O:4][S:11]([C:5]1[CH:10]=[CH:9][CH:8]=[CH:7][CH:6]=1)(=[O:13])=[O:12]. Procedure details: 2-Chloroethanol (1168 g, 975 mol) and benzene sulfonyl chloride (2780 g, 2015 mol) were stirred together at −5° C. and pyridine (2158 g, 2200 mol) was added over a 3 hours period, maintaining the temperature below 0° C. The reaction was stirred for a further 3 hours at −5° C. to 0° C. and was then allowed to warm to room temperature over 18 hours. After pouring into a mixture of ice (10 liters) and water (10 liters) the reaction was stirred for 15 minutes, extracted with ether (10 liters) and th... Starting materials: C(C1=CC=CC=C1)OC1=CC=C2C=CN(C2=C1)C (6-benzyloxy-1-methylindole), C1CCCCC1 (cyclohexane), C(C)O (ethanol). Reagents/catalysts: [Pd] (palladium-on-charcoal). The solvent is C(C)(C)OC(C)C (isopropyl ether). Yields the product OC1=CC=C2C=CN(C2=C1)C (6-hydroxy-1-methylindole). RXN SMILES: C([O:8][C:9]1[CH:17]=[C:16]2[C:12]([CH:13]=[CH:14][N:15]2[CH3:18])=[CH:11][CH:10]=1)C1C=CC=CC=1.C1CCCCC1.C(O)C>C(OC(C)C)(C)C.[Pd]>[OH:8][C:9]1[CH:17]=[C:16]2[C:12]([CH:13]=[CH:14][N:15]2[CH3:18])=[CH:11][CH:10]=1. Reported procedure: The mixture constituted by 0.24 mole (57 g) 6-benzyloxy-1-methylindole, 5.7 g 10% palladium-on-charcoal, 114 ml cyclohexane and 170 ml 96° ethanol is heated for 30 minutes under reflux. It is filtered hot in order to remove the catalyst. After evaporation of the filtrate under vacuum, an oil is obtained which, when dissolved in isopropyl ether, leads after evaporation to dryness to the desired product. It melts at 74° C. Reactants: BrC1=CC=C(C=C1)C1(CC1)C#N (1-(4-bromophenyl)cyclopropanecarbonitrile), C(CCC)[Li] (n-butyllithium), C1(CCCC1)C=O (cyclopentanecarbaldehyde). Solvent: CCCCCC (hexane), O1CCCC1 (tetrahydrofuran), C1CCOC1 (THF). Conditions: temperature -30 celsius, time 30 minute. Yields the product C1(CCCC1)C(C1=CC=C(C=C1)C1(CC1)C#N)O (1-{4-[cyclopentyl(hydroxy)methyl]phenyl}cyclopropanecarbonitrile). Reaction SMILES: Br[C:2]1[CH:7]=[CH:6][C:5]([C:8]2([C:11]#[N:12])[CH2:10][CH2:9]2)=[CH:4][CH:3]=1.C([Li])CCC.[CH:18]1([CH:23]=[O:24])[CH2:22][CH2:21][CH2:20][CH2:19]1>CCCCCC.C1COCC1>[CH:18]1([CH:23]([OH:24])[C:2]2[CH:7]=[CH:6][C:5]([C:8]3([C:11]#[N:12])[CH2:10][CH2:9]3)=[CH:4][CH:3]=2)[CH2:22][CH2:21][CH2:20][CH2:19]1. Reported procedure: To a solution of 1-(4-bromophenyl)cyclopropanecarbonitrile (2.01 g, 0.00905 mol) in tetrahydrofuran (30 mL, 0.4 mol) was added 2.5 M of n-butyllithium in hexane (4.0 mL) at −78° C. and the mixture was stirred at −30° C. for 30 minutes. A solution of cyclopentanecarbaldehyde (0.972 g, 0.00990 mol) in THF (2 mL) was added to the above mixture and the resulting mixture was stirred at −78° C. for 2 hours. The reaction was then quenched with a small amount of saturated aqueous NH4Cl solution followed... Starting materials: O=C(c1ccccc1C(F)(F)F)N1CCN(c2ccc(N3CCNC3=O)nn2)CC1, [H-], CC(C)CCI, [Na+], CN(C)C=O, O. Product: CC(C)CCN1CCN(c2ccc(N3CCN(C(=O)c4ccccc4C(F)(F)F)CC3)nn2)C1=O. As a reaction SMILES: [F:1][C:2]([c:3]1[c:4]([C:5](=[O:6])[N:7]2[CH2:8][CH2:9][N:10]([c:13]3[cH:14][cH:15][c:16]([N:19]4[C:20](=[O:24])[NH:21][CH2:22][CH2:23]4)[n:17][n:18]3)[CH2:11][CH2:12]2)[cH:25][cH:26][cH:27][cH:28]1)([F:29])[F:30].[H-:31].[I:33][CH2:34][CH2:35][CH:36]([CH3:37])[CH3:38].[Na+:32].[O:40]=[CH:41][N:42]([CH3:43])[CH3:44].[OH2:39]>>[F:1][C:2]([c:3]1[c:4]([C:5](=[O:6])[N:7]2[CH2:8][CH2:9][N:10]([c:13]3[cH:14][cH:15][c:16]([N:19]4[C:20](=[O:24])[N:21]([CH2:34][CH2:35][CH:36]([CH3:37])[CH3:38])[CH2:22][CH2:23]4)[n:17][n:18]3)[CH2:11][CH2:12]2)[cH:25][cH:26][cH:27][cH:28]1)([F:29])[F:30]. Reactants: OC(CCCC(=O)OC)CO (Methyl 5,6-dihydroxyhexanoate), C(\C=C\C=C\CCCCCCCCCC)=O (2E,4E -pentadecadienal), C1(=CC=C(C=C1)S(=O)(=O)[O-])C.[NH+]1=CC=CC=C1 (pyridinium p-toluene sulfonate). The solvent is C1=CC=CC=C1 (benzene). The product is C(=C\C=C\CCCCCCCCCC)/C1OCC(O1)CCCC(=O)OC (methyl 2-tetradeca-1E,-3E-dienyl-1, 3-dioxolane-4-butanoate), mixture. RXN SMILES: [OH:1][CH:2]([CH2:10][OH:11])[CH2:3][CH2:4][CH2:5][C:6]([O:8][CH3:9])=[O:7].[CH:12](=O)/[CH:13]=[CH:14]/[CH:15]=[CH:16]/[CH2:17][CH2:18][CH2:19][CH2:20][CH2:21][CH2:22][CH2:23][CH2:24][CH2:25][CH3:26].C1(C)C=CC(S([O-])(=O)=O)=CC=1.[NH+]1C=CC=CC=1>C1C=CC=CC=1>[CH:13](/[CH:12]1[O:1][CH:2]([CH2:3][CH2:4][CH2:5][C:6]([O:8][CH3:9])=[O:7])[CH2:10][O:11]1)=[CH:14]\[CH:15]=[CH:16]\[CH2:17][CH2:18][CH2:19][CH2:20][CH2:21][CH2:22][CH2:23][CH2:24][CH2:25][CH3:26] |f:2.3|. Procedure details: Methyl 5,6-dihydroxyhexanoate (0.32 g, 2.0 mmol),2E,4E -pentadecadienal (0.445 g, 2.0 mmol) and catalytic pyridinium p-toluene sulfonate (PPTS) were refluxed in 10 ml of benzene with a Dean Stark trap for 21 hours. The mixture was cooled, filtered, and concentrated. Flash chromatography with 25:1+20:1 hexane/ethyl acetate provided methyl 2-tetradeca-1E,-3E-dienyl-1, 3-dioxolane-4-butanoate as 21 mg of isomer B as a crystalline solid, 25 mg of isomer A, as a crystalline solid, and 68 mg of a mixt...